This data is from the Open Reaction Database (ORD), a public repository of structured organic reaction records. The task is: describe an organic reaction: reactants, conditions, products, and yield Starting materials: ClC=1C(=C(C(=O)C2=CC=C(C=C2)N(CC)CC)C(=C(C1Cl)Cl)Cl)C(=O)O (3,4,5,6-tetrachloro-2-carboxy-4'-diethylaminobenzophenone), C(C)N1C(=CC2=CC=C3C(=C12)C=CC=C3)C (1-ethyl-2-methyl-1H-benz[g]indole), N (ammonia). Run in C(C)(=O)OC(C)=O (acetic anhydride). The product is C(C)N(C1=CC=C(C=C1)C1(OC(=O)C2=C(C(=C(C(=C12)Cl)Cl)Cl)Cl)C1=C(N(C2=C3C(=CC=C12)C=CC=C3)CC)C)CC (3-(p-diethylaminophenyl)-3-(1-ethyl-2-methyl-1H-benz[g]indol-3-yl)-4,5,6,7-tetrachlorophthalide). Isolated yield 100.2%. Reaction SMILES: [Cl:1][C:2]1[C:3]([C:24](O)=[O:25])=[C:4]([C:18]([Cl:23])=[C:19]([Cl:22])[C:20]=1[Cl:21])[C:5]([C:7]1[CH:12]=[CH:11][C:10]([N:13]([CH2:16][CH3:17])[CH2:14][CH3:15])=[CH:9][CH:8]=1)=[O:6].[CH2:27]([N:29]1[C:37]2[C:32](=[CH:33][CH:34]=[C:35]3[CH:41]=[CH:40][CH:39]=[CH:38][C:36]3=2)[CH:31]=[C:30]1[CH3:42])[CH3:28].N>C(OC(=O)C)(=O)C>[CH2:14]([N:13]([CH2:16][CH3:17])[C:10]1[CH:9]=[CH:8][C:7]([C:5]2([C:31]3[C:32]4[C:37](=[C:36]5[CH:38]=[CH:39][CH:40]=[CH:41][C:35]5=[CH:34][CH:33]=4)[N:29]([CH2:27][CH3:28])[C:30]=3[CH3:42])[C:4]3[C:3](=[C:2]([Cl:1])[C:20]([Cl:21])=[C:19]([Cl:22])[C:18]=3[Cl:23])[C:24](=[O:25])[O:6]2)=[CH:12][CH:11]=1)[CH3:15]. Procedure details: A solution of about 6.5 grams of 3,4,5,6-tetrachloro-2-carboxy-4'-diethylaminobenzophenone and about 3.1 grams of 1-ethyl-2-methyl-1H-benz[g]indole in 50 milliliters of acetic anhydride is refluxed for about one hour and then cooled. That reaction mixture is poured over ice and ammonia, extracted twice with a 1:1 toluene-chloroform mixture and dried using sodium sulfate. The solution is concentrated by evaporation of the solvent and the title compound is crystallized by washing with petroleum et... Starting materials: COC(=O)C=1C=C(C=CC1OCCC=1N=C(SC1)SC(C(=O)OC(C)(C)C)(C)C)C1=CC=C(C=C1)F (4-(2-{2-[(2-tert-butoxy-1,1-dimethyl-2-oxoethyl)thio]-1,3-thiazol-4-yl}ethoxy)-4′-fluoro-biphenyl-3-carboxylic acid methyl ester), [OH-].[Na+] (sodium hydroxide). Run in CO (methanol), O1CCCC1 (tetrahydrofuran). Reaction conditions: time 8 hour. The product is FC1=CC=C(C=C1)C1=CC(=C(C=C1)OCCC=1N=C(SC1)SC(C(=O)OC(C)(C)C)(C)C)C(=O)O (4′-fluoro-4-(2-{2-[(2-tert-butoxy-1,1-dimethyl-2-oxoethyl)thio]-1,3-thiazol-4-yl}ethoxy)biphenyl-3-carboxylic acid). Yield: 83.5%. Reaction SMILES: C[O:2][C:3]([C:5]1[CH:6]=[C:7]([C:30]2[CH:35]=[CH:34][C:33]([F:36])=[CH:32][CH:31]=2)[CH:8]=[CH:9][C:10]=1[O:11][CH2:12][CH2:13][C:14]1[N:15]=[C:16]([S:19][C:20]([CH3:29])([CH3:28])[C:21]([O:23][C:24]([CH3:27])([CH3:26])[CH3:25])=[O:22])[S:17][CH:18]=1)=[O:4].[OH-].[Na+]>CO.O1CCCC1>[F:36][C:33]1[CH:34]=[CH:35][C:30]([C:7]2[CH:8]=[CH:9][C:10]([O:11][CH2:12][CH2:13][C:14]3[N:15]=[C:16]([S:19][C:20]([CH3:29])([CH3:28])[C:21]([O:23][C:24]([CH3:27])([CH3:25])[CH3:26])=[O:22])[S:17][CH:18]=3)=[C:5]([C:3]([OH:4])=[O:2])[CH:6]=2)=[CH:31][CH:32]=1 |f:1.2|. Procedure details: 4-(2-{2-[(2-tert-Butoxy-1,1-dimethyl-2-oxoethyl)thio]-1,3-thiazol-4-yl}ethoxy)-4′-fluoro-biphenyl-3-carboxylic acid methyl ester (1.6 g) synthesized in Example 92-2 was dissolved in methanol (15 mL) and tetrahydrofuran (20 mL), aqueous sodium hydroxide solution (1 mol/L, 15 ml) was added, and the mixture was stirred at room temperature overnight. The reaction mixture was concentrated under reduced pressure, aqueous 10% citric acid solution was added, and the mixture was extracted with ethyl acet...